Dataset: the Open Reaction Database (ORD), a public repository of structured organic reaction records. Task: describe an organic reaction: reactants, conditions, products, and yield Reactants: 1c, COC(COC1=CC(=C(C=C1)F)N)=O ((3-amino-4-fluorophenoxy)acetic acid methyl ester), C(C)OC(C(C(CC)=O)CC1=CC=C(C=C1)C(C)=O)=O (2-(4-acetylbenzyl)-3-oxopentanoic acid ethyl ester). Product: COC(COC1=C2C(C(=C(NC2=C(C=C1)F)CC)CC1=CC=C(C=C1)C(C)=O)=O)=O ([3-(4-acetylbenzyl)-2-ethyl-8-fluoro-4-oxo-1,4-dihydroquinolin-5-yloxy]acetic acid methyl ester). As a reaction SMILES: [CH3:1][O:2][C:3](=[O:14])[CH2:4][O:5][C:6]1[CH:11]=[CH:10][C:9]([F:12])=[C:8]([NH2:13])[CH:7]=1.C([O:17][C:18](=O)[CH:19]([CH2:24][C:25]1[CH:30]=[CH:29][C:28]([C:31](=[O:33])[CH3:32])=[CH:27][CH:26]=1)[C:20](=O)[CH2:21][CH3:22])C>>[CH3:1][O:2][C:3](=[O:14])[CH2:4][O:5][C:6]1[CH:11]=[CH:10][C:9]([F:12])=[C:8]2[C:7]=1[C:18](=[O:17])[C:19]([CH2:24][C:25]1[CH:26]=[CH:27][C:28]([C:31](=[O:33])[CH3:32])=[CH:29][CH:30]=1)=[C:20]([CH2:21][CH3:22])[NH:13]2. Reported procedure: The title compound was prepared by the method of Preparation 1c using (3-amino-4-fluorophenoxy)acetic acid methyl ester and 2-(4-acetylbenzyl)-3-oxopentanoic acid ethyl ester.